This data is from the Open Reaction Database (ORD), a public repository of structured organic reaction records. The task is: describe an organic reaction: reactants, conditions, products, and yield Product: ClC1=CC=C(C=C1)CC(=O)OCC (ethyl p-chlorophenylacetate). The reactants are [C]=O (carbon monoxide), ClC1=CC=C(C=C1)C (p-Chlorotoluene), C(C)(C)(C)OOC(C)(C)C (di-tert-butyl peroxide), Pd(Xantphos)Cl2, [C]=O (carbon monoxide), C(C)O (ethanol). Reaction SMILES: [Cl:1][C:2]1[CH:7]=[CH:6][C:5]([CH3:8])=[CH:4][CH:3]=1.C(O[O:14][C:15]([CH3:18])(C)C)(C)(C)C.[C]=O.[CH2:21]([OH:23])C>>[Cl:1][C:2]1[CH:7]=[CH:6][C:5]([CH2:8][C:21]([O:14][CH2:15][CH3:18])=[O:23])=[CH:4][CH:3]=1 |^3:18|. Procedure: p-Chlorotoluene (1.89 g), ethanol (46 mg), di-tert-butyl peroxide (73 mg, 1 equivalent), and Pd(Xantphos)Cl2 (3.8 mg, 1 mol %) were added into a reaction kettle, into which 10 atm carbon monoxide was introduced. The reaction was heated to 120° C., and stirred at this constant temperature for 16 h. After the reaction was completed, carbon monoxide was discharged, and 89 mg ethyl p-chlorophenylacetate was obtained by column chromatography, in a yield of 90%. 1HNMR (400 MHz, CDCl3) δ 1.23 (t, J=7.2... Yield: 89.7%. Conditions: temperature 120 celsius, time 16 hour.